Dataset: the Open Reaction Database (ORD), a public repository of structured organic reaction records. Task: describe an organic reaction: reactants, conditions, products, and yield Yields the product O=C1CC(c2ccc(OC(F)(F)F)cc2)Oc2ccc(Br)cc21. Reaction SMILES: [Br:1][c:2]1[cH:3][cH:4][c:5]([OH:23])[c:6]([C:8]([CH:9]=[CH:10][c:11]2[cH:12][cH:13][c:14]([O:17][C:18]([F:19])([F:20])[F:21])[cH:15][cH:16]2)=[O:22])[cH:7]1.[CH3:26][CH2:27][OH:28].[CH3:30][CH2:31][O:32][C:33]([CH3:34])=[O:35].[Na+:25].[OH-:24].[OH2:29]>>[Br:1][c:2]1[cH:3][cH:4][c:5]2[c:6]([cH:7]1)[C:8](=[O:22])[CH2:9][CH:10]([c:11]1[cH:12][cH:13][c:14]([O:17][C:18]([F:19])([F:20])[F:21])[cH:15][cH:16]1)[O:23]2. Reactants: O=C(C=Cc1ccc(OC(F)(F)F)cc1)c1cc(Br)ccc1O, CCO, CCOC(C)=O, [Na+], [OH-], O.